Dataset: the Open Reaction Database (ORD), a public repository of structured organic reaction records. Task: describe an organic reaction: reactants, conditions, products, and yield Reactants: C(CCC)[Li] (n-butyllithium), S1C2=C(C=C1)C=CC=C2 (benzo[b]thiophene), COC1=CC=C(C=C1)CCN1CCC(CC1)C(=O)OC (1-[2-(4-methoxyphenyl)ethyl]-4-piperidinecarboxylic acid, methyl ester). Solvent: O1CCCC1 (tetrahydrofuran), O1CCCC1 (tetrahydrofuran). Conditions: temperature -78 celsius. The product is COC1=CC=C(C=C1)CCN1CCC(CC1)C(O)(C1=CC2=C(S1)C=CC=C2)C2=CC1=C(S2)C=CC=C1 (α-[1-[2-(4-Methoxyphenyl)ethyl]-4-piperidinyl]-α-(benzo[b]thiophene-2-yl)-2-benzo[b]thiophenemethanol). As a reaction SMILES: [S:1]1[CH:5]=[CH:4][C:3]2[CH:6]=[CH:7][CH:8]=[CH:9][C:2]1=2.[CH2:10]([Li])[CH2:11][CH2:12][CH3:13].[CH3:15][O:16][C:17]1[CH:22]=[CH:21][C:20]([CH2:23][CH2:24][N:25]2[CH2:30][CH2:29][CH:28]([C:31]([O:33]C)=O)[CH2:27][CH2:26]2)=[CH:19][CH:18]=1>O1CCCC1>[CH3:15][O:16][C:17]1[CH:18]=[CH:19][C:20]([CH2:23][CH2:24][N:25]2[CH2:26][CH2:27][CH:28]([C:31]([C:10]3[S:1][C:2]4[CH:3]=[CH:4][CH:5]=[CH:13][C:12]=4[CH:11]=3)([C:5]3[S:1][C:2]4[CH:9]=[CH:8][CH:7]=[CH:6][C:3]=4[CH:4]=3)[OH:33])[CH2:29][CH2:30]2)=[CH:21][CH:22]=1. Procedure details: Dissolve benzo[b]thiophene (10.0 g, 74.5 mmol) in anhydrous tetrahydrofuran (100 mL), place under an argon atmosphere and cool to -78° C. Add, by dropwise addition, n-butyllithium (32.79 mL, 81.97 mmol) and stir briefly. Add, by dropwise addition, a solution of 1-[2-(4-methoxyphenyl)ethyl]-4-piperidinecarboxylic acid, methyl ester (20.67 g, 74.52 mmol) in anhydrous tetrahydrofuran (200 mL) and stir at -78° C. for 1.5 hours. Quench with saturated ammonium chloride, separate the organic phase and ... The reactants are C(C1=CC=CC=C1)N1C(=NC2=C1C=C(C=C2)O)N (1-Benzyl-6-hydroxy-2-amino-1H-benzimidazole), O(C(=O)OC(C)(C)C)C(=O)OC(C)(C)C (BOC2O), [OH-].[Na+] (NaOH). Run in N1=CC=CC=C1 (pyridine). Yields the product C(C1=CC=CC=C1)N1C(=NC2=C1C=C(C=C2)O)NC(=O)OC(C)(C)C (1-Benzyl-6-hydroxy-2-(tert-butoxycarbonylamino)-1H-benzimidazole). Reaction SMILES: [CH2:1]([N:8]1[C:12]2[CH:13]=[C:14]([OH:17])[CH:15]=[CH:16][C:11]=2[N:10]=[C:9]1[NH2:18])[C:2]1[CH:7]=[CH:6][CH:5]=[CH:4][CH:3]=1.[O:19](C(OC(C)(C)C)=O)[C:20]([O:22][C:23]([CH3:26])([CH3:25])[CH3:24])=O.[OH-].[Na+]>N1C=CC=CC=1>[CH2:1]([N:8]1[C:12]2[CH:13]=[C:14]([OH:17])[CH:15]=[CH:16][C:11]=2[N:10]=[C:9]1[NH:18][C:20]([O:22][C:23]([CH3:26])([CH3:25])[CH3:24])=[O:19])[C:2]1[CH:3]=[CH:4][CH:5]=[CH:6][CH:7]=1 |f:2.3|. Procedure details: 1-Benzyl-6-hydroxy-2-amino-1H-benzimidazole was treated with BOC2O in pyridine, followed by hydrolysis with NaOH (aq) to give the title compound; MS m/e 340 (M+1). Reactants: O=C(O)c1ccc(C(F)(F)F)c(OCC2CC2)n1, Cl, CCC(N)(CC)C(=O)OC. Product: CCC(CC)(NC(=O)c1ccc(C(F)(F)F)c(OCC2CC2)n1)C(=O)OC. Reaction SMILES: [CH:1]1([CH2:4][O:5][c:6]2[c:7]([C:15]([F:16])([F:17])[F:18])[cH:8][cH:9][c:10]([C:12](=[O:13])[OH:14])[n:11]2)[CH2:2][CH2:3]1.[ClH:19].[NH2:20][C:21]([C:22](=[O:23])[O:24][CH3:25])([CH2:26][CH3:27])[CH2:28][CH3:29]>>[CH:1]1([CH2:4][O:5][c:6]2[c:7]([C:15]([F:16])([F:17])[F:18])[cH:8][cH:9][c:10]([C:12](=[O:14])[NH:20][C:21]([C:22](=[O:23])[O:24][CH3:25])([CH2:26][CH3:27])[CH2:28][CH3:29])[n:11]2)[CH2:2][CH2:3]1. The reactants are [Li]CCCC, CCc1ccc(C=O)cc1, C1CCOC1, CCCCCC, CC(C)NC(C)C, [Cl-], Clc1ccncc1, [NH4+]. Yields the product CCc1ccc(C(O)c2cnccc2Cl)cc1. As a reaction SMILES: [CH2:1]([Li:2])[CH2:3][CH2:4][CH3:5].[CH2:20]([CH3:21])[c:22]1[cH:23][cH:24][c:25]([CH:26]=[O:27])[cH:28][cH:29]1.[CH2:32]1[O:33][CH2:34][CH2:35][CH2:36]1.[CH3:37][CH2:38][CH2:39][CH2:40][CH2:41][CH3:42].[CH:6]([NH:7][CH:8]([CH3:9])[CH3:10])([CH3:11])[CH3:12].[Cl-:30].[Cl:13][c:14]1[cH:15][cH:16][n:17][cH:18][cH:19]1.[NH4+:31]>>[Cl:13][c:14]1[c:15]([CH:26]([c:25]2[cH:24][cH:23][c:22]([CH2:20][CH3:21])[cH:29][cH:28]2)[OH:27])[cH:16][n:17][cH:18][cH:19]1. Starting materials: CC(=O)OC1CSC(Br)C(OC(C)=O)C1OC(C)=O, N#Cc1ccccc1S. Yields the product CC(=O)OC1CSC(Sc2ccccc2C#N)C(OC(C)=O)C1OC(C)=O. RXN SMILES: [C:10]([CH3:11])(=[O:12])[O:13][CH:14]1[CH:15]([Br:28])[S:16][CH2:17][CH:18]([O:24][C:25]([CH3:26])=[O:27])[CH:19]1[O:20][C:21]([CH3:22])=[O:23].[SH:1][c:2]1[c:3]([C:4]#[N:5])[cH:6][cH:7][cH:8][cH:9]1>>[S:1]([c:2]1[c:3]([C:4]#[N:5])[cH:6][cH:7][cH:8][cH:9]1)[CH:15]1[CH:14]([O:13][C:10]([CH3:11])=[O:12])[CH:19]([O:20][C:21]([CH3:22])=[O:23])[CH:18]([O:24][C:25]([CH3:26])=[O:27])[CH2:17][S:16]1.